From a dataset of the Open Reaction Database (ORD), a public repository of structured organic reaction records. describe an organic reaction: reactants, conditions, products, and yield The reactants are O=C([O-])[O-], COc1ccc(Nc2ccnn2-c2ccccc2)c(C(=O)O)c1, [Cs+], [Cs+], CC(C)I, CN(C)C=O. Yields the product COc1ccc(Nc2ccnn2-c2ccccc2)c(C(=O)OC(C)C)c1. Reaction SMILES: [C:1](=[O:2])([O-:3])[O-:4].[CH3:11][O:12][c:13]1[cH:14][cH:15][c:16]([NH:22][c:23]2[cH:24][cH:25][n:26][n:27]2-[c:28]2[cH:29][cH:30][cH:31][cH:32][cH:33]2)[c:17]([C:18](=[O:19])[OH:20])[cH:21]1.[Cs+:5].[Cs+:6].[I:7][CH:8]([CH3:9])[CH3:10].[O:34]=[CH:35][N:36]([CH3:37])[CH3:38]>>[CH:8]([CH3:9])([CH3:10])[O:20][C:18]([c:17]1[c:16]([NH:22][c:23]2[cH:24][cH:25][n:26][n:27]2-[c:28]2[cH:29][cH:30][cH:31][cH:32][cH:33]2)[cH:15][cH:14][c:13]([O:12][CH3:11])[cH:21]1)=[O:19]. Reported procedure: 1-(tert-Butoxycarbonyl)perhydroazepin-3-yl methanol (1.13 g, 4.93 mmol) was dissolved in tetrahydrofuran (10 mL). To this solution, triphenylphosphine (1.60 g, 5.92 mmol) and phthalimide (871 mg, 5.92 mmol) were added and the mixture was stirred at room temperature for 5 min. A 40% toluene solution of diethyl azodicarboxylate (3.23 mL, 7.40 mmol) was then added and the mixture was stirred at room temperature for 4 hours. Subsequently, water was added and the mixture was extracted with ethyl acet... As a reaction SMILES: [C:1]([O:5][C:6]([N:8]1[CH2:14][CH2:13][CH2:12][CH2:11][CH:10]([CH2:15]O)[CH2:9]1)=[O:7])([CH3:4])([CH3:3])[CH3:2].C1(P(C2C=CC=CC=2)C2C=CC=CC=2)C=CC=CC=1.[C:36]1(=[O:46])[NH:40][C:39](=[O:41])[C:38]2=[CH:42][CH:43]=[CH:44][CH:45]=[C:37]12.N(C(OCC)=O)=NC(OCC)=O>O1CCCC1.O.C1(C)C=CC=CC=1>[C:1]([O:5][C:6]([N:8]1[CH2:14][CH2:13][CH2:12][CH2:11][CH:10]([CH2:15][N:40]2[C:39](=[O:41])[C:38]3=[CH:42][CH:43]=[CH:44][CH:45]=[C:37]3[C:36]2=[O:46])[CH2:9]1)=[O:7])([CH3:2])([CH3:3])[CH3:4]. Run at time 5 minute. Yield: 71.9%. The product is C(C)(C)(C)OC(=O)N1CC(CCCC1)CN1C(C=2C(C1=O)=CC=CC2)=O (N-[[1-(tert-Butoxycarbonyl)perhydroazepin-3-yl]methyl]phthalimide). The solvent is C1(=CC=CC=C1)C (toluene), O1CCCC1 (tetrahydrofuran), O (water). Starting materials: N(=NC(=O)OCC)C(=O)OCC (diethyl azodicarboxylate), C1(=CC=CC=C1)P(C1=CC=CC=C1)C1=CC=CC=C1 (triphenylphosphine), C1(C=2C(C(N1)=O)=CC=CC2)=O (phthalimide), C(C)(C)(C)OC(=O)N1CC(CCCC1)CO (1-(tert-Butoxycarbonyl)perhydroazepin-3-yl methanol). Starting materials: ClC1=NC=CC(=C1)C (2-chloro-4-methylpyridine), ice water, C(=O)([O-])[O-].[Na+].[Na+] (Na2CO3), OO (Hydrogen peroxide). Solvent: C(C)(=O)O (acetic acid). Run at temperature 65 celsius, time 18 hour. Yields the product ClC1=[N+](C=CC(=C1)C)[O-] (2-chloro-4-methylpyridine 1-oxide). Reaction SMILES: [Cl:1][C:2]1[CH:7]=[C:6]([CH3:8])[CH:5]=[CH:4][N:3]=1.OO.C([O-])([O-])=[O:12].[Na+].[Na+]>C(O)(=O)C>[Cl:1][C:2]1[CH:7]=[C:6]([CH3:8])[CH:5]=[CH:4][N+:3]=1[O-:12] |f:2.3.4|. Procedure: 2-chloro-4-methylpyridine (10 g, 80 mmol) was dissolved in acetic acid (100 ml). Hydrogen peroxide (31%, 86.8 g, 80.7 ml, 790 mmol)) was added in 4 portions and the solution stirred under nitrogen at 65° C. for 18 hours. The mixture was poured into ice water (300 ml), and solid Na2CO3 added until the solution was alkaline. The mixture was extracted with DCM (3×300 ml), the organic fractions combined, washed with sodium thiosulfate (1M, 100 ml), brine, dried over Na2SO4, and the volatiles removed... Reactants: O=[N+]([O-])c1ccc(CCOc2ncnc3sc4c(c23)CCc2nn(CCBr)cc2-4)cc1, CN1CCNCC1, CC#N, [I-], [K+], [K+], [Na+], O=C([O-])[O-]. Yields the product CN1CCN(CCn2cc3c(n2)CCc2c-3sc3ncnc(OCCc4ccc([N+](=O)[O-])cc4)c23)CC1. As a reaction SMILES: [Br:1][CH2:2][CH2:3][n:4]1[n:5][c:6]2[c:11]([cH:12]1)-[c:10]1[c:9]([c:15]3[c:14]([s:13]1)[n:19][cH:18][n:17][c:16]3[O:20][CH2:21][CH2:22][c:23]1[cH:24][cH:25][c:26]([N+:29](=[O:30])[O-:31])[cH:27][cH:28]1)[CH2:8][CH2:7]2.[CH3:40][N:41]1[CH2:42][CH2:43][NH:44][CH2:45][CH2:46]1.[CH3:47][C:48]#[N:49].[I-:38].[K+:32].[K+:33].[Na+:39].[O-:34][C:35]([O-:36])=[O:37]>>[CH2:2]([CH2:3][n:4]1[n:5][c:6]2[c:11]([cH:12]1)-[c:10]1[c:9]([c:15]3[c:14]([s:13]1)[n:19][cH:18][n:17][c:16]3[O:20][CH2:21][CH2:22][c:23]1[cH:24][cH:25][c:26]([N+:29](=[O:30])[O-:31])[cH:27][cH:28]1)[CH2:8][CH2:7]2)[N:44]1[CH2:43][CH2:42][N:41]([CH3:40])[CH2:46][CH2:45]1. The reactants are C(=O)(OC)C(OC1=C(C=C(CO)C=C1CCC)CCC)C1=CC2=C(C=C1)OCO2 (4-(1-carbomethoxy-1-(3,4-methylenedioxyphenyl)methoxy)-3,5-dipropylbenzyl alcohol), C1=CC=C(C=C1)P(C2=CC=CC=C2)C3=CC=CC=C3 (Ph3P), C(Br)(Br)(Br)Br (CBr4), CC#N (CH3CN). Run in C1CCOC1 (THF). Conditions: time 14 hour. Yields the product C(=O)(OC)C(OC1=C(C=C(CBr)C=C1CCC)CCC)C1=CC2=C(C=C1)OCO2 (4-(1-carbomethoxy-1-(3,4-methylenedioxyphenyl)methoxy)-3,5-dipropylbenzylbromide). Isolated yield 89.1%. Reaction SMILES: [C:1]([CH:5]([C:21]1[CH:26]=[CH:25][C:24]2[O:27][CH2:28][O:29][C:23]=2[CH:22]=1)[O:6][C:7]1[C:14]([CH2:15][CH2:16][CH3:17])=[CH:13][C:10]([CH2:11]O)=[CH:9][C:8]=1[CH2:18][CH2:19][CH3:20])([O:3][CH3:4])=[O:2].C1C=CC(P(C2C=CC=CC=2)C2C=CC=CC=2)=CC=1.C(Br)(Br)(Br)[Br:50].CC#N>C1COCC1>[C:1]([CH:5]([C:21]1[CH:26]=[CH:25][C:24]2[O:27][CH2:28][O:29][C:23]=2[CH:22]=1)[O:6][C:7]1[C:14]([CH2:15][CH2:16][CH3:17])=[CH:13][C:10]([CH2:11][Br:50])=[CH:9][C:8]=1[CH2:18][CH2:19][CH3:20])([O:3][CH3:4])=[O:2]. Reported procedure: To a solution of the product of Step B (0.53 g, 1.38 mmol) in dry THF (10 mL) were added Ph3P (0.49 g, 2.06 mmol), CBr4 (0.69 g, 2.06 mmol) and CH3CN (2 mL), and the mixture was stirred at room temperature for 14 h. At the end of this period, the reaction mixture was concentrated in vacuo to provide an oil, which was then purified by flash chromatography on silica-gel using ethyl acetate-hexane (1:9) to provide the titled product as a thick colorless oil (0.57 g). The reactants are FC(C=1C=C(C=CC1)C1=NSC(=C1F)C(=O)O)(F)F (3-(3-trifluoromethylphenyl)-4-fluoro-5-isothiazolecarboxylic acid), [Na] (sodium). The product is FC(C=1C=C(C=CC1)C1=NSC(=C1)C(=O)O)(F)F (3-(3-trifluoromethylphenyl)-5-isothiazolecarboxylic acid). RXN SMILES: [F:1][C:2]([F:19])([F:18])[C:3]1[CH:4]=[C:5]([C:9]2[C:13](F)=[C:12]([C:15]([OH:17])=[O:16])[S:11][N:10]=2)[CH:6]=[CH:7][CH:8]=1.[Na]>>[F:19][C:2]([F:1])([F:18])[C:3]1[CH:4]=[C:5]([C:9]2[CH:13]=[C:12]([C:15]([OH:17])=[O:16])[S:11][N:10]=2)[CH:6]=[CH:7][CH:8]=1 |^1:19|. Reported procedure: 3-(3-trifluoromethylphenyl)-4-fluoro-5-isothiazolecarboxylic acid, sodium salt Product: C(C)(C)(C)P(Cl)C(C)(C)C (di-tert-butylchlorophosphine). RXN SMILES: [C:1]([P:5](C(C)(C)C)[C:6]([CH3:9])([CH3:8])[CH3:7])([CH3:4])([CH3:3])[CH3:2].C([Mg][Cl:19])(C)(C)C.[Mg].C(Cl)(C)(C)C.P(Cl)(Cl)Cl>>[C:1]([P:5]([C:6]([CH3:9])([CH3:8])[CH3:7])[Cl:19])([CH3:4])([CH3:3])[CH3:2]. Procedure: By way of example, the preparation of tri-tert-butylphosphine is described in Chem. Ber., 100(2), 692-3 (1967). Tertiary butyl magnesium chloride is first prepared from magnesium metal and t-butyl chloride, then this is allowed to react with PCl3 to form di-tert-butylchlorophosphine. This product is then treated with tert-butyl lithium to yield tri-tert-butyl phosphine. Reactants: C(C)(C)(C)[Mg]Cl (Tertiary butyl magnesium chloride), [Mg] (magnesium), C(C)(C)(C)Cl (t-butyl chloride), C(C)(C)(C)P(C(C)(C)C)C(C)(C)C (tri-tert-butylphosphine), P(Cl)(Cl)Cl (PCl3).